This data is from the Open Reaction Database (ORD), a public repository of structured organic reaction records. The task is: describe an organic reaction: reactants, conditions, products, and yield Reactants: O1CCOC=2C=NC(=CC21)CN(C(OC(C)(C)C)=O)C2CCN(CC2)CCN2C1=C(N=CC2=O)C=CC(=N1)F (tert-butyl (2,3-dihydro(1,4)dioxino(2,3-c)pyridin-7-ylmethyl)(1-(2-(6-fluoro-3-oxopyrido(2,3-b)pyrazin-4(3H)-yl)ethyl)piperidin-4-yl)carbamate), Cl.C(C)(=O)OCC (hydrogen chloride ethyl acetate). Run in CO (methanol). Conditions: time 1 hour. The product is Cl.O1CCOC=2C=NC(=CC21)CNC2CCN(CC2)CCN2C1=C(N=CC2=O)C=CC(=N1)F (4-(2-(4-((2,3-dihydro(1,4)dioxino(2,3-c)pyridin-7-ylmethyl)amino)piperidin-1-yl)ethyl)-6-fluoropyrido(2,3-b)pyrazin-3(4H)-one hydrochloride). Reaction SMILES: [O:1]1[C:10]2[CH:9]=[C:8]([CH2:11][N:12]([CH:20]3[CH2:25][CH2:24][N:23]([CH2:26][CH2:27][N:28]4[C:33](=[O:34])[CH:32]=[N:31][C:30]5[CH:35]=[CH:36][C:37]([F:39])=[N:38][C:29]4=5)[CH2:22][CH2:21]3)C(=O)OC(C)(C)C)[N:7]=[CH:6][C:5]=2[O:4][CH2:3][CH2:2]1.[ClH:40].C(OCC)(=O)C>CO>[ClH:40].[O:1]1[C:10]2[CH:9]=[C:8]([CH2:11][NH:12][CH:20]3[CH2:25][CH2:24][N:23]([CH2:26][CH2:27][N:28]4[C:33](=[O:34])[CH:32]=[N:31][C:30]5[CH:35]=[CH:36][C:37]([F:39])=[N:38][C:29]4=5)[CH2:22][CH2:21]3)[N:7]=[CH:6][C:5]=2[O:4][CH2:3][CH2:2]1 |f:1.2,4.5|. Procedure details: To a solution of 90 mg of tert-butyl (2,3-dihydro(1,4)dioxino(2,3-c)pyridin-7-ylmethyl)(1-(2-(6-fluoro-3-oxopyrido(2,3-b)pyrazin-4(3H)-yl)ethyl)piperidin-4-yl)carbamate in 1 mL of methanol, 1 mL of a 4 mol/L hydrogen chloride/ethyl acetate solution was added, and the mixture was stirred at room temperature for 1 hour. The solid was filtered off to obtain 76 mg of 4-(2-(4-((2,3-dihydro(1,4)dioxino(2,3-c)pyridin-7-ylmethyl)amino)piperidin-1-yl)ethyl)-6-fluoropyrido(2,3-b)pyrazin-3(4H)-one hydrochl... Starting materials: FC(F)=C(F)F, O=[N+]([O-])c1ccc(O)cc1F, [K+], C1COCCO1, [OH-], O, Oc1ccccc1. The product is O=[N+]([O-])c1ccc(OC(F)(F)C(F)F)cc1F. Reaction SMILES: [F:12][C:13](=[C:14]([F:15])[F:16])[F:17].[F:1][c:2]1[cH:3][c:4]([OH:11])[cH:5][cH:6][c:7]1[N+:8](=[O:9])[O-:10].[K+:26].[O:27]1[CH2:28][CH2:29][O:30][CH2:31][CH2:32]1.[OH-:25].[OH2:33].[OH:18][c:19]1[cH:20][cH:21][cH:22][cH:23][cH:24]1>>[F:1][c:2]1[cH:3][c:4]([O:11][C:14]([CH:13]([F:12])[F:17])([F:15])[F:16])[cH:5][cH:6][c:7]1[N+:8](=[O:9])[O-:10]. Reactants: [H-].[H-].[H-].[H-].[Li+].[Al+3] (LiAlH4), FC(CC(C#N)(C#N)CC(F)(F)F)(F)F (2,2-Bis-(2,2,2-trifluoro-ethyl)-malononitrile). The solvent is CCOCC (Et2O), CCOCC (Et2O). Reaction conditions: time 8 hour. The product is FC(CC(CN)(CN)CC(F)(F)F)(F)F (2,2-Bis-(2,2,2-trifluoro-ethyl)-propane-1,3-diamine). Yield: 91.5%. As a reaction SMILES: [H-].[H-].[H-].[H-].[Li+].[Al+3].[F:7][C:8]([F:21])([F:20])[CH2:9][C:10]([CH2:15][C:16]([F:19])([F:18])[F:17])([C:13]#[N:14])[C:11]#[N:12]>CCOCC>[F:7][C:8]([F:20])([F:21])[CH2:9][C:10]([CH2:15][C:16]([F:17])([F:18])[F:19])([CH2:11][NH2:12])[CH2:13][NH2:14] |f:0.1.2.3.4.5|. Procedure: 340 mg LiAlH4 (8.95 mmol) was suspended in 15 ml dry Et2O and cooled in an ice bath. A solution of 760 mg 2,2-Bis-(2,2,2-trifluoro-ethyl)-malononitrile in Et2O was added dropwise at such a rate that the temperature was kept below 20° C. The mixture was stirred overnight at room temperature, cooled in an ice bath, and quenched by adding H2O (0.35 ml), 2M aqueous NaOH (0.70 ml), and again H2O (0.35 ml). The suspension was filtered, the filtercake was washed with Et2O, and the combined filtrates we... Reactants: [Al+3], C1CCOC1, [H-], [H-], [H-], [H-], [Li+], O=C(O)C(c1ccccc1)(c1ccccc1)c1ccccc1. The product is OCC(c1ccccc1)(c1ccccc1)c1ccccc1. RXN SMILES: [Al+3:2].[CH2:29]1[O:30][CH2:31][CH2:32][CH2:33]1.[H-:1].[H-:4].[H-:5].[H-:6].[Li+:3].[c:7]1([C:13]([C:14](=[O:15])[OH:16])([c:17]2[cH:18][cH:19][cH:20][cH:21][cH:22]2)[c:23]2[cH:24][cH:25][cH:26][cH:27][cH:28]2)[cH:8][cH:9][cH:10][cH:11][cH:12]1>>[c:7]1([C:13]([CH2:14][OH:15])([c:17]2[cH:18][cH:19][cH:20][cH:21][cH:22]2)[c:23]2[cH:24][cH:25][cH:26][cH:27][cH:28]2)[cH:8][cH:9][cH:10][cH:11][cH:12]1. Starting materials: O.C(CCC)OC1=C(C=CC=C1)C(=O)C=O (2-n-butoxyphenylglyoxal hydrate), CC(CC1=CC(=C(C=C1)OC)OC)N (α-methyl-3,4-dimethoxyphenethylamine). The solvent is CS(=O)C (dimethylsulfoxide), CS(=O)C (dimethylsulfoxide). Run at time 30 minute. Product: CC(CC1=CC(=C(C=C1)OC)OC)N=C(C(=O)C1=CC=CC=C1)OCCCC (α-(α-methyl-3,4-dimethoxyphenylethylimino)-2-n-butoxyacetophenone). Reaction SMILES: O.C(O[C:7]1[CH:12]=[CH:11][CH:10]=[CH:9][C:8]=1[C:13]([CH:15]=[O:16])=[O:14])CCC.[CH3:17][CH:18]([NH2:30])[CH2:19][C:20]1[CH:25]=[CH:24][C:23]([O:26][CH3:27])=[C:22]([O:28][CH3:29])[CH:21]=1>CS(C)=O>[CH3:17][CH:18]([N:30]=[C:15]([O:16][CH2:12][CH2:7][CH2:8][CH3:9])[C:13]([C:8]1[CH:7]=[CH:12][CH:11]=[CH:10][CH:9]=1)=[O:14])[CH2:19][C:20]1[CH:25]=[CH:24][C:23]([O:26][CH3:27])=[C:22]([O:28][CH3:29])[CH:21]=1 |f:0.1|. Reported procedure: 3.0 g of 2-n-butoxyphenylglyoxal hydrate (crude oil) are dissolved in 9 ml of dimethylsulfoxide, and 2.8 g of α-methyl-3,4-dimethoxyphenethylamine are added thereto. The mixture is stirred at room temperature for 30 minutes, whereby a solution of α-(α-methyl-3,4-dimethoxyphenylethylimino)-2-n-butoxyacetophenone in dimethylsulfoxide is obtained. Starting materials: FC1=NC=CC=C1 (2-fluoropyridine), ice water, ClN1C(CCC1=O)=O (N-chlorosuccinimide), Cl (hydrochloric acid), C(C)(C)(C)N (t-butylamine), S(=O)=O (sulfur dioxide), C(C)(C)[N-]C(C)C.[Li+] (lithium diisopropylamide). The solvent is O1CCCC1 (tetrahydrofuran), O1CCCC1 (tetrahydrofuran). Reaction conditions: time 3.5 hour. The product is CC(C)(C)NS(=O)(=O)C=1C(=NC=CC1)F (N-(1,1-Dimethylethyl)-2-Fluoro-3-Pyridinesulfonamide). Yield: 18.7%. Reaction SMILES: C([N-]C(C)C)(C)C.[Li+].[F:9][C:10]1[CH:15]=[CH:14][CH:13]=[CH:12][N:11]=1.[S:16](=[O:18])=[O:17].ClN1C(=O)CCC1=O.[C:27]([NH2:31])([CH3:30])([CH3:29])[CH3:28].Cl>O1CCCC1>[CH3:28][C:27]([NH:31][S:16]([C:15]1[C:10]([F:9])=[N:11][CH:12]=[CH:13][CH:14]=1)(=[O:18])=[O:17])([CH3:30])[CH3:29] |f:0.1|. Procedure: To a stirred solution of 396 mL (0.740 mol) of 1.9 molar lithium diisopropylamide (in hexanes) in 1.5 L dry tetrahydrofuran cooled to -70° under nitrogen was added dropwise a solution of 65 g (0.670 mol) of 2-fluoropyridine in 150 mL dry tetrahydrofuran such that the temperature was maintained below -65°. The suspension was stirred at -70° for another 3.5 hours and 86 g (1.34 mol) of sulfur dioxide was added while maintaining the temperature below -65°. After stirring another 15 minutes at -70°,... Reactants: O=C([O-])[O-], CN1CCCC1=O, COC(=O)c1cc(Cl)ccc1[N+](=O)[O-], Oc1ccc(F)cc1F, [K+], [K+], O. Product: COC(=O)c1cc(Oc2ccc(F)cc2F)ccc1[N+](=O)[O-]. Reaction SMILES: [C:24](=[O:25])([O-:26])[O-:27].[CH3:31][N:32]1[CH2:33][CH2:34][CH2:35][C:36]1=[O:37].[Cl:1][c:2]1[cH:3][cH:4][c:5]([N+:12](=[O:13])[O-:14])[c:6]([C:7](=[O:8])[O:9][CH3:10])[cH:11]1.[F:15][c:16]1[c:17]([OH:23])[cH:18][cH:19][c:20]([F:22])[cH:21]1.[K+:28].[K+:29].[OH2:30]>>[c:2]1([O:23][c:17]2[c:16]([F:15])[cH:21][c:20]([F:22])[cH:19][cH:18]2)[cH:3][cH:4][c:5]([N+:12](=[O:13])[O-:14])[c:6]([C:7](=[O:8])[O:9][CH3:10])[cH:11]1. The reactants are CN(C)c1cccc(C(=O)O)c1, CC#N, Nc1ccc2ccc(Oc3ccccc3)nc2n1, O. Yields the product CN(C)c1cccc(C(=O)Nc2ccc3ccc(Oc4ccccc4)nc3n2)c1. RXN SMILES: [CH3:1][N:2]([c:3]1[cH:4][c:5]([C:6](=[O:7])[OH:8])[cH:9][cH:10][cH:11]1)[CH3:12].[CH3:31][C:32]#[N:33].[NH2:13][c:14]1[n:15][c:16]2[n:17][c:18]([O:24][c:25]3[cH:26][cH:27][cH:28][cH:29][cH:30]3)[cH:19][cH:20][c:21]2[cH:22][cH:23]1.[OH2:34]>>[CH3:1][N:2]([c:3]1[cH:4][c:5]([C:6](=[O:8])[NH:13][c:14]2[n:15][c:16]3[n:17][c:18]([O:24][c:25]4[cH:26][cH:27][cH:28][cH:29][cH:30]4)[cH:19][cH:20][c:21]3[cH:22][cH:23]2)[cH:9][cH:10][cH:11]1)[CH3:12].